Dataset: the Open Reaction Database (ORD), a public repository of structured organic reaction records. Task: describe an organic reaction: reactants, conditions, products, and yield Starting materials: Cl (hydrochloric acid), [BH4-].[Na+] (sodium borohydride), CC=1SC(=C(N1)CCCCCCC(=O)O)\C=C\C(CCCCC)=O (2-methyl-4-(6-carboxyhexyl)-5-(3-keto-1-trans-octenyl)-thiazole). The solvent is O (water), O (water), C(C)(C)O (isopropanol). Reaction conditions: time 8 hour. Product: CC=1SC(=C(N1)CCCCCCC(=O)O)\C=C\C(CCCCC)O (2-methyl-4-(6-carboxyhexyl)-5-(3-hydroxy-1-trans-octenyl)-thiazole). Isolated yield 69.4%. As a reaction SMILES: [BH4-].[Na+].[CH3:3][C:4]1[S:5][C:6](/[CH:18]=[CH:19]/[C:20](=[O:26])[CH2:21][CH2:22][CH2:23][CH2:24][CH3:25])=[C:7]([CH2:9][CH2:10][CH2:11][CH2:12][CH2:13][CH2:14][C:15]([OH:17])=[O:16])[N:8]=1.Cl>O.C(O)(C)C>[CH3:3][C:4]1[S:5][C:6](/[CH:18]=[CH:19]/[CH:20]([OH:26])[CH2:21][CH2:22][CH2:23][CH2:24][CH3:25])=[C:7]([CH2:9][CH2:10][CH2:11][CH2:12][CH2:13][CH2:14][C:15]([OH:17])=[O:16])[N:8]=1 |f:0.1|. Procedure details: The solution of 76 mg of sodium borohydride in 6 ml of water was added to the solution of 351 mg of 2-methyl-4-(6-carboxyhexyl)-5-(3-keto-1-trans-octenyl)-thiazole (Ib, R1 = CH3) in 4 ml of isopropanol. The reaction mixture was allowed to stand overnight at room temperature, then diluted with 50 ml of water, acidified with 1 N hydrochloric acid and extracted with 3 × 25 ml of ethyl acetate. The ethyl acetate extract was dried over sodium sulphate and evaporated in vacuo. The obtained 317 mg of e... Reactants: [BH3-]C#N, CCOc1cc(C=O)cc(OCC)c1-c1ccc(F)cc1, CCOC(=O)COc1cc(OC)cc(C(=O)NC2CCNCC2)c1, CCN(C(C)C)C(C)C, CCO, CC(=O)O, Cl, [Na+]. Yields the product CCOC(=O)COc1cc(OC)cc(C(=O)NC2CCN(Cc3cc(OCC)c(-c4ccc(F)cc4)c(OCC)c3)CC2)c1. Reaction SMILES: [C:47]([BH3-:48])#[N:49].[CH2:26]([CH3:27])[O:28][c:29]1[c:30](-[c:40]2[cH:41][cH:42][c:43]([F:46])[cH:44][cH:45]2)[c:31]([O:37][CH2:38][CH3:39])[cH:32][c:33]([CH:35]=[O:36])[cH:34]1.[CH2:2]([CH3:3])[O:4][C:5]([CH2:6][O:7][c:8]1[cH:9][c:10]([O:23][CH3:24])[cH:11][c:12]([C:14]([NH:15][CH:16]2[CH2:17][CH2:18][NH:19][CH2:20][CH2:21]2)=[O:22])[cH:13]1)=[O:25].[CH2:51]([N:52]([CH:53]([CH3:54])[CH3:55])[CH:56]([CH3:57])[CH3:58])[CH3:59].[CH3:60][CH2:61][OH:62].[CH3:63][C:64](=[O:65])[OH:66].[ClH:1].[Na+:50]>>[CH2:2]([CH3:3])[O:4][C:5]([CH2:6][O:7][c:8]1[cH:9][c:10]([O:23][CH3:24])[cH:11][c:12]([C:14]([NH:15][CH:16]2[CH2:17][CH2:18][N:19]([CH2:35][c:33]3[cH:32][c:31]([O:37][CH2:38][CH3:39])[c:30](-[c:40]4[cH:41][cH:42][c:43]([F:46])[cH:44][cH:45]4)[c:29]([O:28][CH2:26][CH3:27])[cH:34]3)[CH2:20][CH2:21]2)=[O:22])[cH:13]1)=[O:25]. Reactants: [OH-].[Na+] (sodium hydroxide), Cl.NCC(=O)C1=CC=C(C=C1)C1=CC=CC=C1 (2-amino-4'-phenylacetophenone hydrochloride), O1CCCC1 (tetrahydrofuran), ClC=1C=C2C(C(NC2=CC1)=O)=O (5-chloroisatin), ClC=1C=C2C(C(NC2=CC1)=O)=O (5-chloroisatin). Run in O (water), C(C)O.O (ethanol water), O (water). Conditions: temperature 90 celsius. Product: NC=1C(=NC2=CC=C(C=C2C1C(=O)O)Cl)C1=CC=C(C=C1)C1=CC=CC=C1 (3-Amino-2-[1,1'-biphenyl]-4-yl-6-chloro-4-quinolinecarboxylic acid). Reaction SMILES: [Cl:1][C:2]1[CH:3]=[C:4]2[C:8](=[CH:9][CH:10]=1)[NH:7][C:6](=[O:11])[C:5]2=O.[OH-].[Na+].Cl.[NH2:16][CH2:17][C:18]([C:20]1[CH:25]=[CH:24][C:23]([C:26]2[CH:31]=[CH:30][CH:29]=[CH:28][CH:27]=2)=[CH:22][CH:21]=1)=O.[O:32]1CCCC1>O.C(O)C.O>[NH2:16][C:17]1[C:18]([C:20]2[CH:25]=[CH:24][C:23]([C:26]3[CH:31]=[CH:30][CH:29]=[CH:28][CH:27]=3)=[CH:22][CH:21]=2)=[N:7][C:8]2[C:4]([C:5]=1[C:6]([OH:11])=[O:32])=[CH:3][C:2]([Cl:1])=[CH:10][CH:9]=2 |f:1.2,3.4,7.8|. Procedure: A 3.63 g portion of 5-chloroisatin was added to 35 ml of water in a three-necked, 500 ml flask. A solution of 5.6 g of sodium hydroxide in 20 ml of water was added and the mixture was stirred at 90° C. A solution of 7.43 g of 2-amino-4'-phenylacetophenone hydrochloride in 93 ml of ethanol:water (1:1) was warmed, 25 ml of tetrahydrofuran added to maintain solution and this solution added dropwise to the 5-chloroisatin solution over 3 hours. The solvent was distilled off at 85° C. The remaining so...